This data is from the Open Reaction Database (ORD), a public repository of structured organic reaction records. The task is: describe an organic reaction: reactants, conditions, products, and yield The reactants are C1(=CC=CC=C1)C (toluene), C(COCCO)O (diethylene glycol), C(Cl)C1CO1 (epichlorohydrin), O.O.O.O.O.O.Cl(=O)(=O)(=O)[O-].[La+3].Cl(=O)(=O)(=O)[O-].Cl(=O)(=O)(=O)[O-] (lanthanum perchlorate hexahydrate), C1(=CC=CC=C1)C (toluene). The solvent is C(C)(=O)O (acetic acid), C(Cl)Cl (methylene chloride). Run at temperature 105 celsius, time 14 hour. The product is C(C1CO1)OCCOCCO (diethylene glycol monoglycidyl ether). RXN SMILES: [CH2:1]([OH:7])[CH2:2][O:3][CH2:4][CH2:5][OH:6].O.O.O.O.O.O.Cl([O-])(=O)(=O)=O.[La+3].Cl([O-])(=O)(=O)=O.Cl([O-])(=O)(=O)=O.C1(C)C=CC=CC=1.[CH2:37]([CH:39]1[O:41][CH2:40]1)Cl>C(Cl)Cl.C(O)(=O)C>[CH2:37]([O:7][CH2:1][CH2:2][O:3][CH2:4][CH2:5][OH:6])[CH:39]1[O:41][CH2:40]1 |f:1.2.3.4.5.6.7.8.9.10|. Procedure details: Under a nitrogen atmosphere, 26.53 g of diethylene glycol, 0.25 g of lanthanum perchlorate hexahydrate and 50 ml of toluene are placed as the initial charge in a 350 ml sulfonating flask equipped with an intensive condenser and a propeller stirrer and heated to 105° C. After reaching an internal temperature of 105° C., with the temperature remaining constant 21.3 g of epichlorohydrin are added dropwise in the course of 70 minutes. After subsequently stirring for 14 hours at 105° C., 30 ml of tol... Reactants: CCc1ccc(C=O)s1, CC1=CN=C(C=C1)N, [C-]#[N+]C1CCCCC1. The reagents and catalysts are O=C(O)C(F)(F)F (trifluoroacetic acid). Run in CC(C)O (isopropyl alcohol), CC(C)O (isopropylalcohol). Reaction conditions: temperature 22 celsius, time 20 hour. The product is CCc1ccc(c2c(NC3CCCCC3)n3cc(C)ccc3n2)s1. Yield: 5.9%. RXN SMILES: CC1=CC=C(N)N=C1.[C-]#[N+]C1CCCCC1.CCC1=CC=C(S1)C=O>>CCC1=CC=C(S1)C1=C(NC2CCCCC2)N2C=C(C)C=CC2=N1.